Dataset: the Open Reaction Database (ORD), a public repository of structured organic reaction records. Task: describe an organic reaction: reactants, conditions, products, and yield As a reaction SMILES: [CH3:1][O:2][C:3]1[CH:8]=[CH:7][C:6]([C:9]2[CH:14]=[CH:13][C:12]([S:15]([NH:18][CH:19]([CH2:24][CH:25]3[O:27][CH2:26]3)[C:20](OC)=[O:21])(=[O:17])=[O:16])=[CH:11][CH:10]=2)=[CH:5][CH:4]=1.[NH2:28][C:29]1[CH:34]=[CH:33][CH:32]=[CH:31][CH:30]=1.Cl([O-])(=O)(=O)=O.[Mg+2].Cl([O-])(=O)(=O)=O>O>[CH3:1][O:2][C:3]1[CH:8]=[CH:7][C:6]([C:9]2[CH:14]=[CH:13][C:12]([S:15]([NH:18][CH:19]3[CH2:24][CH:25]([CH2:26][NH:28][C:29]4[CH:34]=[CH:33][CH:32]=[CH:31][CH:30]=4)[O:27][C:20]3=[O:21])(=[O:17])=[O:16])=[CH:11][CH:10]=2)=[CH:5][CH:4]=1 |f:2.3.4|. The solvent is O (water). Product: COC1=CC=C(C=C1)C1=CC=C(C=C1)S(=O)(=O)NC1C(OC(C1)CNC1=CC=CC=C1)=O (3-[(4′-Methoxy[1,1′-biphenyl]-4-yl)sulfonyl]amino-2-oxo-5-[(phenylamino)methyl]-tetrahydrofuran). Procedure: To a solution of methyl 2-[(4′-methoxy[1,1′-biphenyl]-4-yl)sulfonyl]amino-4,5-epoxypentanoate 1d (0.5 g, 1.28 mmol) in aniline (0.17 mL, 1.92 mmol) is added magnesium perchlorate (2 mg, 0.009 mmol) and the resulting mixture is heated for 4 h at 80° C. The resulting mixture is cooled to room temperature, and then the mixture is diluted with water, and extracted three times with EtOAc. The combined EtOAc layer is washed with water, brine, dried over MgSO4 and concentrated to an oil which is purifi... Conditions: temperature 80 celsius. The reactants are COC1=CC=C(C=C1)C1=CC=C(C=C1)S(=O)(=O)NC(C(=O)OC)CC1CO1 (methyl 2-[(4′-methoxy[1,1′-biphenyl]-4-yl)sulfonyl]amino-4,5-epoxypentanoate), NC1=CC=CC=C1 (aniline), Cl(=O)(=O)(=O)[O-].[Mg+2].Cl(=O)(=O)(=O)[O-] (magnesium perchlorate).